Dataset: the Open Reaction Database (ORD), a public repository of structured organic reaction records. Task: describe an organic reaction: reactants, conditions, products, and yield Reactants: CC(=O)[O-], CC(=O)[O-], c1ccc(CN2CCNCC23CC3)cc1, CCOC(=O)Cc1nc(Cl)cc2ccccc12, CC(C)(C)[O-], [Na+], [Pd+2], c1ccc(P(c2ccccc2)c2ccc3ccccc3c2-c2c(P(c3ccccc3)c3ccccc3)ccc3ccccc23)cc1. Product: CCOC(=O)Cc1nc(N2CCN(Cc3ccccc3)C3(CC3)C2)cc2ccccc12. As a reaction SMILES: [C:85]([O-:86])(=[O:87])[CH3:88].[C:90]([O-:91])(=[O:92])[CH3:93].[CH2:18]([c:19]1[cH:20][cH:21][cH:22][cH:23][cH:24]1)[N:25]1[C:26]2([CH2:27][CH2:28]2)[CH2:29][NH:30][CH2:31][CH2:32]1.[CH2:1]([CH3:2])[O:3][C:4]([CH2:5][c:6]1[n:7][c:8]([Cl:16])[cH:9][c:10]2[cH:11][cH:12][cH:13][cH:14][c:15]12)=[O:17].[CH3:33][C:34]([CH3:35])([O-:36])[CH3:37].[Na+:38].[Pd+2:89].[cH:39]1[cH:40][cH:41][c:42]([P:43]([c:44]2[cH:45][cH:46][c:47]3[c:48]([cH:49][cH:50][cH:51][cH:52]3)[c:53]2-[c:54]2[c:55]3[c:56]([cH:57][cH:58][cH:59][cH:60]3)[cH:61][cH:62][c:63]2[P:64]([c:65]2[cH:66][cH:67][cH:68][cH:69][cH:70]2)[c:71]2[cH:72][cH:73][cH:74][cH:75][cH:76]2)[c:77]2[cH:78][cH:79][cH:80][cH:81][cH:82]2)[cH:83][cH:84]1>>[CH2:1]([CH3:2])[O:3][C:4]([CH2:5][c:6]1[n:7][c:8]([N:30]2[CH2:29][C:26]3([N:25]([CH2:18][c:19]4[cH:20][cH:21][cH:22][cH:23][cH:24]4)[CH2:32][CH2:31]2)[CH2:27][CH2:28]3)[cH:9][c:10]2[cH:11][cH:12][cH:13][cH:14][c:15]12)=[O:17]. Starting materials: ClC1=NC(=NC(=C1)C1=C(C=CC(=C1)Cl)C)C (4-chloro-6-(5-chloro-2-methyl-phenyl)-2-methyl-pyrimidine), ClC1=CC=C(N)C=C1 (4-chloroaniline). Yields the product ClC=1C=CC(=C(C1)C1=CC(=NC(=N1)C)NC1=CC=C(C=C1)Cl)C ([6-(5-Chloro-2-methyl-phenyl)-2-methyl-pyrimidin-4-yl]-(4-chloro-phenyl)-amine). The yield is 97.0%. As a reaction SMILES: Cl[C:2]1[CH:7]=[C:6]([C:8]2[CH:13]=[C:12]([Cl:14])[CH:11]=[CH:10][C:9]=2[CH3:15])[N:5]=[C:4]([CH3:16])[N:3]=1.[Cl:17][C:18]1[CH:24]=[CH:23][C:21]([NH2:22])=[CH:20][CH:19]=1>>[Cl:14][C:12]1[CH:11]=[CH:10][C:9]([CH3:15])=[C:8]([C:6]2[N:5]=[C:4]([CH3:16])[N:3]=[C:2]([NH:22][C:21]3[CH:23]=[CH:24][C:18]([Cl:17])=[CH:19][CH:20]=3)[CH:7]=2)[CH:13]=1. Reported procedure: Following the method described in Example 38 (alternate method), 4-chloro-6-(5-chloro-2-methyl-phenyl)-2-methyl-pyrimidine and 4-chloroaniline provided the title compound (97% yield). 1H NMR (DMSO-d6) δ 2.35 (s, 3H, CH3), 2.53 (s, 3H, CH3), 6.71 (s, 1H, Ar), 7.35-7.44 (m, 4H, Ar), 7.49 (d, 1H, J=2.2 Hz, Ar), 7.78 (d, 1H, J=8.8 Hz, Ar), 9.72 (s, 1H, NH). Reactants: N1(CCNCC1)C(=S)C1=C(C=CC=C1)C(F)(F)F (piperazin-1-yl-(2-trifluoromethylphenyl)methanethione), C1(CC1)CCNC(=O)C=1N=NC(=CC1)Cl (6-chloropyridazine-3-carboxylic acid (2-cyclopropylethyl)amide), C(=O)([O-])[O-].[K+].[K+] (K2CO3). Reagents/catalysts: [N+](CCCC)(CCCC)(CCCC)CCCC.[I-] (n-Bu4NI). The solvent is O1CCOCC1 (dioxane). The product is C1(CC1)CCNC(=O)C=1N=NC(=CC1)N1CCN(CC1)C(C1=C(C=CC=C1)C(F)(F)F)=S (6-[4-(2-TRIFLUOROMETHYLTHIOBENZOYL)PIPERAZIN-1-YL]-PYRIDAZINE-3-CARBOXYLIC ACID (2-CYCLOPROPYLETHYL)AMIDE). The yield is 76.0%. RXN SMILES: [N:1]1([C:7]([C:9]2[CH:14]=[CH:13][CH:12]=[CH:11][C:10]=2[C:15]([F:18])([F:17])[F:16])=[S:8])[CH2:6][CH2:5][NH:4][CH2:3][CH2:2]1.[CH:19]1([CH2:22][CH2:23][NH:24][C:25]([C:27]2[N:28]=[N:29][C:30](Cl)=[CH:31][CH:32]=2)=[O:26])[CH2:21][CH2:20]1.C([O-])([O-])=O.[K+].[K+]>[N+](CCCC)(CCCC)(CCCC)CCCC.[I-].O1CCOCC1>[CH:19]1([CH2:22][CH2:23][NH:24][C:25]([C:27]2[N:28]=[N:29][C:30]([N:4]3[CH2:5][CH2:6][N:1]([C:7](=[S:8])[C:9]4[CH:14]=[CH:13][CH:12]=[CH:11][C:10]=4[C:15]([F:18])([F:16])[F:17])[CH2:2][CH2:3]3)=[CH:31][CH:32]=2)=[O:26])[CH2:21][CH2:20]1 |f:2.3.4,5.6|. Procedure: A mixture of piperazin-1-yl-(2-trifluoromethylphenyl)methanethione (1.1 g, 4.0 mmol), 6-chloropyridazine-3-carboxylic acid (2-cyclopropylethyl)amide (0.98 g, 3.98 mmol), K2CO3 (0.83 g, 6.0 mmol) and n-Bu4NI (0.010 g) in dioxane (10 mL) was heated to reflux for 21 h, and then concentrated. The residue was purified by column chromatography and recrystalization from ethyl acetate and hexanes to afford the title compound in 76% yield (1.42 g). m.p. 117-120° C. 1H NMR (300 MHz, CDCl3) δ 8.05-7.93, 7....